This data is from the Open Reaction Database (ORD), a public repository of structured organic reaction records. The task is: describe an organic reaction: reactants, conditions, products, and yield Reactants: CCN(C(C)C)C(C)C (DIEA), NC[C@@H]([C@H](C[C@@H](C(C)C)COCC1=CC=CC=C1)NC(OC(C)(C)C)=O)O (tert-butyl (2S,3S,5S)-1-amino-5-(benzyloxymethyl)-2-hydroxy-6-methylheptan-3-ylcarbamate), CC(C(=O)O)(CCCC)C (2,2-dimethylhexanoic acid), C=1C=CC2=C(C1)N=NN2O (HOBt), CCN=C=NCCCN(C)C.Cl (EDCl). Solvent: C(Cl)Cl (CH2Cl2). Reaction conditions: temperature 0 celsius, time 5 hour. The product is C(C1=CC=CC=C1)OC[C@@H](C[C@@H]([C@H](CNC(C(CCCC)(C)C)=O)O)NC(OC(C)(C)C)=O)C(C)C (tert-butyl (2S,3S,5S)-5-(benzyloxymethyl)-1-(2,2-dimethylhexanamido)-2-hydroxy-6-methylheptan-3-ylcarbamate). Yield: 46.3%. Reaction SMILES: [NH2:1][CH2:2][C@H:3]([OH:27])[C@@H:4]([NH:19][C:20](=[O:26])[O:21][C:22]([CH3:25])([CH3:24])[CH3:23])[CH2:5][C@H:6]([CH2:10][O:11][CH2:12][C:13]1[CH:18]=[CH:17][CH:16]=[CH:15][CH:14]=1)[CH:7]([CH3:9])[CH3:8].[CH3:28][C:29]([CH3:37])([CH2:33][CH2:34][CH2:35][CH3:36])[C:30](O)=[O:31].C1C=CC2N(O)N=NC=2C=1.CCN=C=NCCCN(C)C.Cl.CCN(C(C)C)C(C)C>C(Cl)Cl>[CH2:12]([O:11][CH2:10][C@H:6]([CH:7]([CH3:9])[CH3:8])[CH2:5][C@H:4]([NH:19][C:20](=[O:26])[O:21][C:22]([CH3:25])([CH3:24])[CH3:23])[C@@H:3]([OH:27])[CH2:2][NH:1][C:30](=[O:31])[C:29]([CH3:37])([CH3:28])[CH2:33][CH2:34][CH2:35][CH3:36])[C:13]1[CH:18]=[CH:17][CH:16]=[CH:15][CH:14]=1 |f:3.4|. Procedure: To a solution of tert-butyl (2S,3S,5S)-1-amino-5-(benzyloxymethyl)-2-hydroxy-6-methylheptan-3-ylcarbamate (500 mg, 1.32 mmol) in CH2Cl2 (15 mL), were added 2,2-dimethylhexanoic acid (220 mg, 1.45 mmol), HOBt (360 mg, 2.65 mmol) and EDCl (500 mg, 2.65 mmol). The mixture was cooled to 0° C. and DIEA (850 mg, 6.6 mmol) was added. The resulting mixture was allowed to warm to rt and stirred for 5 h. The reaction mixture was washed with water and brine, dried over Na2SO4, filtered and concentrated in ... Starting materials: O=C(NCCC(OC(=O)c1ccccc1)C(=O)Oc1c(F)c(F)c(F)c(F)c1F)OCc1ccccc1, CCN(C(C)C)C(C)C, O=[N+]([O-])c1ccccc1O, CN(C)C=O. Yields the product O=C(OCc1ccccc1)Oc1ccccc1[N+](=O)[O-]. RXN SMILES: [C:11]([O:12][CH:13]([CH2:14][CH2:15][NH:16][C:38](=[O:39])[O:40][CH2:41][c:42]1[cH:43][cH:44][cH:45][cH:46][cH:47]1)[C:17](=[O:18])[O:19][c:20]1[c:21]([F:22])[c:23]([F:24])[c:25]([F:26])[c:27]([F:28])[c:29]1[F:30])(=[O:31])[c:32]1[cH:33][cH:34][cH:35][cH:36][cH:37]1.[CH:48]([N:49]([CH2:50][CH3:51])[CH:52]([CH3:53])[CH3:54])([CH3:55])[CH3:56].[N+:1](=[O:2])([O-:3])[c:4]1[c:5]([OH:10])[cH:6][cH:7][cH:8][cH:9]1.[O:57]=[CH:58][N:59]([CH3:60])[CH3:61]>>[N+:1](=[O:2])([O-:3])[c:4]1[c:5]([O:10][C:38](=[O:39])[O:40][CH2:41][c:42]2[cH:43][cH:44][cH:45][cH:46][cH:47]2)[cH:6][cH:7][cH:8][cH:9]1. Starting materials: ClC=1C=C(C=C(C1CC1=NNC(C(=C1)C(C)C)=O)Cl)CC#N ([3,5-Dichloro-4-(5-isopropyl-6-oxo-1,6-dihydro-pyridazin-3-ylmethyl)-phenyl]-acetonitrile), C(C)(=O)OCC (ethyl acetate). As a reaction SMILES: [Cl:1][C:2]1[CH:3]=[C:4](CC#N)[CH:5]=[C:6]([Cl:19])[C:7]=1[CH2:8][C:9]1[CH:14]=[C:13]([CH:15]([CH3:17])[CH3:16])[C:12](=[O:18])[NH:11][N:10]=1.[C:23]([O:26]CC)(=[O:25])[CH3:24]>Cl>[Cl:1][C:2]1[CH:3]=[C:4]([CH2:24][C:23]([OH:26])=[O:25])[CH:5]=[C:6]([Cl:19])[C:7]=1[CH2:8][C:9]1[CH:14]=[C:13]([CH:15]([CH3:16])[CH3:17])[C:12](=[O:18])[NH:11][N:10]=1. Product: ClC=1C=C(C=C(C1CC1=NNC(C(=C1)C(C)C)=O)Cl)CC(=O)O ([3,5-Dichloro-4-(5-isopropyl-6-oxo-1,6-dihydro-pyridazin-3-ylmethyl)-phenyl]-acetic acid). Solvent: Cl (hydrochloric acid). Procedure details: A mixture of [3,5-dichloro-4-(5-isopropyl-6-oxo-1,6-dihydro-pyridazin-3-ylmethyl)-phenyl]-acetonitrile (55) (assume 0.180 mmol) in concentrated hydrochloric acid (4 mL) was heated to reflux for 24 h. The reaction mixture was cooled to room temperature, diluted with ethyl acetate (75 mL) and washed with a saturated aqueous sodium chloride solution (20 mL) and water (10 mL). The water layers were combined and extracted with ethyl acetate (50 mL). The organic layers were combined, dried over magnes... The yield is 13.0%. Reactants: CC1=C(NC2=C1C(N(CC2)CCN2CCCC2)=O)C=O (3-methyl-4-oxo-5-(2-pyrrolidin-1-yl-ethyl)-4,5,6,7-tetrahydro-1H-pyrrolo[3,2-c]pyridine-2-carbaldehyde), OCCC1=C2CC(NC2=CC=C1)=O (4-(2-hydroxy-ethyl)-1,3-dihydro-indol-2-one). Product: OCCC1=C2C(C(NC2=CC=C1)=O)=CC1=C(C=2C(N(CCC2N1)CCN1CCCC1)=O)C (2-[4-(2-hydroxy-ethyl)-2-oxo-1,2-dihydro-indol-3-ylidenemethyl]-3-methyl-5-(2-pyrrolidin-1-yl-ethyl)-1,5,6,7-tetrahydro-pyrrolo[3,2-c]pyridin-4-one). The yield is 30.0%. RXN SMILES: [CH3:1][C:2]1[C:6]2[C:7](=[O:18])[N:8]([CH2:11][CH2:12][N:13]3[CH2:17][CH2:16][CH2:15][CH2:14]3)[CH2:9][CH2:10][C:5]=2[NH:4][C:3]=1[CH:19]=O.[OH:21][CH2:22][CH2:23][C:24]1[CH:32]=[CH:31][CH:30]=[C:29]2[C:25]=1[CH2:26][C:27](=[O:33])[NH:28]2>>[OH:21][CH2:22][CH2:23][C:24]1[CH:32]=[CH:31][CH:30]=[C:29]2[C:25]=1[C:26](=[CH:19][C:3]1[NH:4][C:5]3[CH2:10][CH2:9][N:8]([CH2:11][CH2:12][N:13]4[CH2:14][CH2:15][CH2:16][CH2:17]4)[C:7](=[O:18])[C:6]=3[C:2]=1[CH3:1])[C:27](=[O:33])[NH:28]2. Reported procedure: The title compound was prepared under the same conditions as described in Example 13 with 3-methyl-4-oxo-5-(2-pyrrolidin-1-yl-ethyl)-4,5,6,7-tetrahydro-1H-pyrrolo[3,2-c]pyridine-2-carbaldehyde and 4-(2-hydroxy-ethyl)-1,3-dihydro-indol-2-one (prepared according to US2004186160) as starting materials to give 2-[4-(2-hydroxy-ethyl)-2-oxo-1,2-dihydro-indol-3-ylidenemethyl]-3-methyl-5-(2-pyrrolidin-1-yl-ethyl)-1,5,6,7-tetrahydro-pyrrolo[3,2-c]pyridin-4-one (30 mg, 30.0%) as a yellow solid. The reactants are COC(=O)C1CCCN1C(=O)C1CCCN1C(=O)C(C)NC(=O)OCc1ccccc1, Cl, [Na+], [OH-]. Yields the product CC(NC(=O)OCc1ccccc1)C(=O)N1CCCC1C(=O)N1CCCC1C(=O)O. RXN SMILES: [CH3:1][O:2][C:3]([CH:4]1[N:5]([C:9]([CH:10]2[N:11]([C:15]([CH:16]([NH:17][C:18](=[O:19])[O:20][CH2:21][c:22]3[cH:23][cH:24][cH:25][cH:26][cH:27]3)[CH3:28])=[O:29])[CH2:12][CH2:13][CH2:14]2)=[O:30])[CH2:6][CH2:7][CH2:8]1)=[O:31].[ClH:32].[Na+:34].[OH-:33]>>[O:2]=[C:3]([CH:4]1[N:5]([C:9]([CH:10]2[N:11]([C:15]([CH:16]([NH:17][C:18](=[O:19])[O:20][CH2:21][c:22]3[cH:23][cH:24][cH:25][cH:26][cH:27]3)[CH3:28])=[O:29])[CH2:12][CH2:13][CH2:14]2)=[O:30])[CH2:6][CH2:7][CH2:8]1)[OH:31]. Starting materials: COc1nscc1Br, [C-]#N, CN(C)C=O, N#C[Na], O. Product: COc1nscc1C#N. As a reaction SMILES: [Br:1][c:2]1[c:3]([O:7][CH3:8])[n:4][s:5][cH:6]1.[C-:14]#[N:15].[CH3:9][N:10]([CH3:11])[CH:12]=[O:13].[Na:16][C:17]#[N:18].[OH2:19]>>[c:2]1([C:9]#[N:10])[c:3]([O:7][CH3:8])[n:4][s:5][cH:6]1. Reactants: NC1=CC2=C(N(C=N2)C(CC(=O)OCC)C2=CC=CC=C2)C=C1 (ethyl 3-(5-amino-1H-benzimidazol-1-yl)-3-phenylpropanoate), solution. Solvent: Cl (hydrochloric acid). The product is NC1=CC2=C(N(C=N2)C(CC(=O)O)C2=CC=CC=C2)C=C1 (3-(5-Amino-1H-benzimidazol-1-yl)-3-phenylpropanoic acid), Phase II. Reaction SMILES: [NH2:1][C:2]1[CH:23]=[CH:22][C:5]2[N:6]([CH:9]([C:16]3[CH:21]=[CH:20][CH:19]=[CH:18][CH:17]=3)[CH2:10][C:11]([O:13]CC)=[O:12])[CH:7]=[N:8][C:4]=2[CH:3]=1>Cl>[NH2:1][C:2]1[CH:23]=[CH:22][C:5]2[N:6]([CH:9]([C:16]3[CH:17]=[CH:18][CH:19]=[CH:20][CH:21]=3)[CH2:10][C:11]([OH:13])=[O:12])[CH:7]=[N:8][C:4]=2[CH:3]=1. Procedure: A solution of ethyl 3-(5-amino-1H-benzimidazol-1-yl)-3-phenylpropanoate (40 mg, 129 μmol) in hydrochloric acid (20 mL of a 5N solution) was stirred at room temperature for 72 hours. The solution was evaporated in vacuo and purified by RP-HPLC to afford the title compound, [LCMS (Method A, Mobile Phase II) RT=2.61 min, MH+ 282].